From a dataset of the Open Reaction Database (ORD), a public repository of structured organic reaction records. describe an organic reaction: reactants, conditions, products, and yield The reactants are [K+].[Br-] (KBr), BrCC1=CC2=CC=CC=C2C=C1 (2-bromomethylnaphthalene), [OH-].[K+] (Potassium hydroxide), ClC=1N=CNC1Cl (4,5-Dichloroimidazole), ICCCC (1-iodobutane), 13C{1H}. Solvent: C(C)#N (acetonitrile). Reaction conditions: time 0.5 hour. Yields the product [Br-].C(CCC)C1=C(C(=CC2=CC=CC=C12)C)[N+]1=CNC(=C1Cl)Cl (1-butyl-3-methylnaphthyl-4,5-dichloroimidazolium bromide). Isolated yield 31.0%. Reaction SMILES: [Cl:1][C:2]1[N:3]=[CH:4][NH:5][C:6]=1[Cl:7].[OH-].[K+].I[CH2:11][CH2:12][CH2:13][CH3:14].[K+].[Br-].[Br:17][CH2:18][C:19]1[CH:28]=[CH:27][C:26]2[C:21](=[CH:22][CH:23]=[CH:24][CH:25]=2)[CH:20]=1>C(#N)C>[Br-:17].[CH2:11]([C:27]1[C:26]2[C:21](=[CH:22][CH:23]=[CH:24][CH:25]=2)[CH:20]=[C:19]([CH3:18])[C:28]=1[N+:3]1[C:2]([Cl:1])=[C:6]([Cl:7])[NH:5][CH:4]=1)[CH2:12][CH2:13][CH3:14] |f:1.2,4.5,8.9|. Procedure: 4,5-Dichloroimidazole (1.23 g, 9 mmol) was dissolved into 27 mL of acetonitrile. Potassium hydroxide (0.61 g, 9.9 mmol) was added and the mixture was allowed to stir for 0.5 h. 1-iodobutane (1 mL, 9 mmol) was added and the solution was allowed to reflux overnight. The solution was filtered hot to remove a white precipitate (presumed to be KBr) and 2-bromomethylnaphthalene (1.98 g, 9 mmol) was added and the mixture was returned to reflux overnight. The mixture was then allowed to cool to room tem... The reactants are ClC1=C(C=CC(=N1)NC(=O)C1(CC1)C=1C=CC2=C(CCO2)C1)C (N-(6-chloro-5-methylpyridin-2-yl)-1-(2,3-dihydrobenzofuran-5-yl)cyclopropanecarboxamide), COC1=NC=CC(=C1)B(O)O (2-methoxypyridin-4-ylboronic acid), C([O-])([O-])=O.[Na+].[Na+] (sodium carbonate). The reagents and catalysts are C=1C=CC(=CC1)[P](C=2C=CC=CC2)(C=3C=CC=CC3)[Pd]([P](C=4C=CC=CC4)(C=5C=CC=CC5)C=6C=CC=CC6)([P](C=7C=CC=CC7)(C=8C=CC=CC8)C=9C=CC=CC9)[P](C=1C=CC=CC1)(C=1C=CC=CC1)C=1C=CC=CC1 (tetrakis(triphenylphosphine)palladium). Run in COCCOC (1,2-dimethoxyethane), C(C)(=O)OCC (ethyl acetate). Yields the product O1CCC2=C1C=CC(=C2)C2(CC2)C(=O)NC2=CC=C(C(=N2)C2=CC(=NC=C2)OC)C (1-(2,3-Dihydrobenzofuran-5-yl)-N-(2′-methoxy-3-methyl-2,4′-bipyridin-6-yl)cyclopropanecarboxamide). Isolated yield 34.9%. RXN SMILES: Cl[C:2]1[N:7]=[C:6]([NH:8][C:9]([C:11]2([C:14]3[CH:15]=[CH:16][C:17]4[O:21][CH2:20][CH2:19][C:18]=4[CH:22]=3)[CH2:13][CH2:12]2)=[O:10])[CH:5]=[CH:4][C:3]=1[CH3:23].[CH3:24][O:25][C:26]1[CH:31]=[C:30](B(O)O)[CH:29]=[CH:28][N:27]=1.C(=O)([O-])[O-].[Na+].[Na+]>COCCOC.C(OCC)(=O)C.C1C=CC([P]([Pd]([P](C2C=CC=CC=2)(C2C=CC=CC=2)C2C=CC=CC=2)([P](C2C=CC=CC=2)(C2C=CC=CC=2)C2C=CC=CC=2)[P](C2C=CC=CC=2)(C2C=CC=CC=2)C2C=CC=CC=2)(C2C=CC=CC=2)C2C=CC=CC=2)=CC=1>[O:21]1[C:17]2[CH:16]=[CH:15][C:14]([C:11]3([C:9]([NH:8][C:6]4[N:7]=[C:2]([C:30]5[CH:29]=[CH:28][N:27]=[C:26]([O:25][CH3:24])[CH:31]=5)[C:3]([CH3:23])=[CH:4][CH:5]=4)=[O:10])[CH2:13][CH2:12]3)=[CH:22][C:18]=2[CH2:19][CH2:20]1 |f:2.3.4,^1:56,58,77,96|. Procedure: To N-(6-chloro-5-methylpyridin-2-yl)-1-(2,3-dihydrobenzofuran-5-yl)cyclopropanecarboxamide (95 mg, 0.3 mmol) in 1,2-dimethoxyethane (3 mL) was added 2-methoxypyridin-4-ylboronic acid (66 mg, 0.4 mmol), tetrakis(triphenylphosphine)palladium (0) (33 mg, 0.03 mmol), and 2 M sodium carbonate (0.45 mL, 0.9 mmol). The reaction mixture was irradiated in the microwave at 120° C. for twenty minutes. The reaction mixture was diluted with ethyl acetate (5 mL) and washed with water (5 mL). The organics were... The reactants are Cc1ccccc1, CCN1c2ncc(CCc3ccncc3)cc2C(=O)N(C)c2ccc(Cl)nc21, N#C[Na], c1ccc(P(c2ccccc2)(c2ccccc2)[Pd](P(c2ccccc2)(c2ccccc2)c2ccccc2)(P(c2ccccc2)(c2ccccc2)c2ccccc2)P(c2ccccc2)(c2ccccc2)c2ccccc2)cc1. The product is CCN1c2ncc(CCc3ccncc3)cc2C(=O)N(C)c2ccc(C#N)nc21. As a reaction SMILES: [CH3:32][c:33]1[cH:34][cH:35][cH:36][cH:37][cH:38]1.[Cl:1][c:2]1[cH:3][cH:4][c:5]2[c:11]([n:12]1)[N:10]([CH2:13][CH3:14])[c:9]1[c:8]([cH:18][c:17]([CH2:19][CH2:20][c:21]3[cH:22][cH:23][n:24][cH:25][cH:26]3)[cH:16][n:15]1)[C:7](=[O:27])[N:6]2[CH3:28].[Na:29][C:30]#[N:31].[cH:39]1[cH:40][cH:41][c:42]([P:43]([Pd:44]([P:45]([c:46]2[cH:47][cH:48][cH:49][cH:50][cH:51]2)([c:52]2[cH:53][cH:54][cH:55][cH:56][cH:57]2)[c:58]2[cH:59][cH:60][cH:61][cH:62][cH:63]2)([P:64]([c:65]2[cH:66][cH:67][cH:68][cH:69][cH:70]2)([c:71]2[cH:72][cH:73][cH:74][cH:75][cH:76]2)[c:77]2[cH:78][cH:79][cH:80][cH:81][cH:82]2)[P:83]([c:84]2[cH:85][cH:86][cH:87][cH:88][cH:89]2)([c:90]2[cH:91][cH:92][cH:93][cH:94][cH:95]2)[c:96]2[cH:97][cH:98][cH:99][cH:100][cH:101]2)([c:102]2[cH:103][cH:104][cH:105][cH:106][cH:107]2)[c:108]2[cH:109][cH:110][cH:111][cH:112][cH:113]2)[cH:114][cH:115]1>>[c:2]1([C:30]#[N:31])[cH:3][cH:4][c:5]2[c:11]([n:12]1)[N:10]([CH2:13][CH3:14])[c:9]1[c:8]([cH:18][c:17]([CH2:19][CH2:20][c:21]3[cH:22][cH:23][n:24][cH:25][cH:26]3)[cH:16][n:15]1)[C:7](=[O:27])[N:6]2[CH3:28]. The reactants are O[C@H](C)[C@@H]1[C@@H]2N([C@H](C([C@@H]2C)=O)C(=O)OCC2=CC=C(C=C2)[N+](=O)[O-])C1=O (4-nitrobenzyl (1R,3R,5R,6S)-6-((1R)-1-hydroxyethyl)-1-methyl-2-oxo-1-carbapenam-3-carboxylate), ClCC(=O)C=1N=CN2C1SC(=C2)[Sn](CCCC)(CCCC)CCCC (7-chloroacetyl-2-(tri-n-butylstannyl)imidazo[5,1-b]thiazole). Product: ClCC(=O)C=1N=CN2C1SC(=C2)C=2[C@@H]([C@H]1N(C2C(=O)OCC2=CC=C(C=C2)[N+](=O)[O-])C([C@@H]1[C@@H](C)O)=O)C (4-Nitrobenzyl (1S,5R,6S)-2-(7-chloroacetylimidazo-[5,1-b]thiazol-2-yl)-6-((1R)-1-hydroxyethyl)-1-methyl-1-carbapen-2-em-3-carboxylate). Yield: 54.7%. RXN SMILES: [OH:1][C@@H:2]([C@H:4]1[C:25](=[O:26])[N:6]2[C@@H:7]([C:12]([O:14][CH2:15][C:16]3[CH:21]=[CH:20][C:19]([N+:22]([O-:24])=[O:23])=[CH:18][CH:17]=3)=[O:13])[C:8](=O)[C@H:9]([CH3:10])[C@H:5]12)[CH3:3].[Cl:27][CH2:28][C:29]([C:31]1[N:32]=[CH:33][N:34]2[CH:38]=[C:37]([Sn](CCCC)(CCCC)CCCC)[S:36][C:35]=12)=[O:30]>>[Cl:27][CH2:28][C:29]([C:31]1[N:32]=[CH:33][N:34]2[CH:38]=[C:37]([C:8]3[C@H:9]([CH3:10])[C@@H:5]4[C@@H:4]([C@H:2]([OH:1])[CH3:3])[C:25](=[O:26])[N:6]4[C:7]=3[C:12]([O:14][CH2:15][C:16]3[CH:21]=[CH:20][C:19]([N+:22]([O-:24])=[O:23])=[CH:18][CH:17]=3)=[O:13])[S:36][C:35]=12)=[O:30]. Procedure: 4-Nitrobenzyl (1S,5R,6S)-2-(7-chloroacetylimidazo-[5,1-b]thiazol-2-yl)-6-((1R)-1-hydroxyethyl)-1-methyl-1-carbapen-2-em-3-carboxylate (1.01 g) was prepared in the same manner as in step a) of Example 1, except that 2.85 g of 4-nitrobenzyl (1R,3R,5R,6S)-6-((1R)-1-hydroxyethyl)-1-methyl-2-oxo-1-carbapenam-3-carboxylate and 1.66 g of 7-chloroacetyl-2-(tri-n-butylstannyl)imidazo[5,1-b]thiazole were used as the starting compounds. Reactants: IC=1C=C2C(=C(C=NC2=CC1)C(=O)NC(OC(C)(C)C)=O)NC1=CC(=CC=C1)OC (1,1-Dimethylethyl [(6-iodo-4-{[3-(methyloxy)phenyl]amino}-3-quinolinyl)carbonyl]carbamate), CC(C)([O-])C.[K+] (potassium tert-butoxide), C(C)S (Ethanethiol). The reagents and catalysts are C1=CC=C(C=C1)/C=C/C(=O)/C=C/C2=CC=CC=C2.C1=CC=C(C=C1)/C=C/C(=O)/C=C/C2=CC=CC=C2.[Pd] (tris(dibenzylideneacetone)dipalladium(o)), O(C1=C(C=CC=C1)P(C1=CC=CC=C1)C1=CC=CC=C1)C1=C(C=CC=C1)P(C1=CC=CC=C1)C1=CC=CC=C1 ((oxydi-2,1-phenylene)bis(diphenylphosphine)). The solvent is O1CCOCC1 (1,4-dioxane). Reaction conditions: temperature 90 celsius, time 8 minute. Product: C(C)SC=1C=C2C(=C(C=NC2=CC1)C(=O)N)NC1=CC(=CC=C1)OC (6-(ethylthio)-4-{[3-(methyloxy)phenyl]amino}-3-quinolinecarboxamide). RXN SMILES: I[C:2]1[CH:3]=[C:4]2[C:9](=[CH:10][CH:11]=1)[N:8]=[CH:7][C:6]([C:12]([NH:14]C(=O)OC(C)(C)C)=[O:13])=[C:5]2[NH:22][C:23]1[CH:28]=[CH:27][CH:26]=[C:25]([O:29][CH3:30])[CH:24]=1.CC(C)([O-])C.[K+].[CH2:37]([SH:39])[CH3:38]>O1CCOCC1.C1C=CC(/C=C/C(/C=C/C2C=CC=CC=2)=O)=CC=1.C1C=CC(/C=C/C(/C=C/C2C=CC=CC=2)=O)=CC=1.[Pd].O(C1C=CC=CC=1P(C1C=CC=CC=1)C1C=CC=CC=1)C1C=CC=CC=1P(C1C=CC=CC=1)C1C=CC=CC=1>[CH2:37]([S:39][C:2]1[CH:3]=[C:4]2[C:9](=[CH:10][CH:11]=1)[N:8]=[CH:7][C:6]([C:12]([NH2:14])=[O:13])=[C:5]2[NH:22][C:23]1[CH:28]=[CH:27][CH:26]=[C:25]([O:29][CH3:30])[CH:24]=1)[CH3:38] |f:1.2,5.6.7|. Procedure: Intermediate 37 (0.100 g) was combined with (oxydi-2,1-phenylene)bis(diphenylphosphine) (0.011 g), potassium tert-butoxide (0.025 g) and tris(dibenzylideneacetone)dipalladium(o) (0.008 g) in 1,4-dioxane (1 ml). Ethanethiol (available from Aldrich, 0.023 ml) was added and the mixture was stirred under microwave irradiation (power 40 W) for 8 min at 90° C. The reaction was quenched by addition of 4M HCl in dioxane, then partitioned between ethyl acetate and sodium bicarbonate solution. The organic... Reactants: alcohol, COC1C=CC(O1)=O (5(RS)-methoxy-2,5-dihydrofuran-2-one), C1(=CC=CC=C1)S(=C(C)C)C1=CC=CC=C1 (diphenyl isopropylidene sulfurane). Run in CO (methanol). Yields the product CC1(C2C(OC(C12)=O)OC)C (6,6-dimethyl-4(RS)-methoxy-3-oxabicyclo (3,1,0) hexan-2-one). RXN SMILES: [CH3:1][O:2][CH:3]1[O:7][C:6](=[O:8])[CH:5]=[CH:4]1.[C:9]1(S(C2C=CC=CC=2)=C(C)C)[CH:14]=CC=C[CH:10]=1>CO>[CH3:10][C:9]1([CH3:14])[CH:5]2[CH:4]1[CH:3]([O:2][CH3:1])[O:7][C:6]2=[O:8]. Procedure: In a preferred embodiment of the invention, the alcohol ZOH is methanol and the 5(RS)-methoxy-2,5-dihydrofuran-2-one is reacted with diphenyl isopropylidene sulfurane to obtain (1RS, 5SR) 6,6-dimethyl-4(RS)-methoxy-3-oxabicyclo (3,1,0) hexan-2-one which is then subjected to acid hydrolysis to obtain (1RS, 5SR) 6,6-dimethyl-4(RS)-hydroxy-3-oxabicyclo (3,1,0) hexan-2-one.